Dataset: the Open Reaction Database (ORD), a public repository of structured organic reaction records. Task: describe an organic reaction: reactants, conditions, products, and yield The reactants are phenylmethyl ester, CC(C)(OC(=O)N[C@H](C(=O)NCCC(=O)OCC1=CC=CC=C1)CC1=CC=CC=C1)C (3-[[(S)-2-[[(1,1-Dimethylethoxy)carbonyl]amino]-1-oxo-3-phenylpropyl]amino]propanoic acid, phenylmethyl ester), CO (methanol), C(Cl)(Cl)Cl (chloroform). The solvent is Cl (hydrogen chloride), C(C)(=O)O (acetic acid), C(C)(=O)O (acetic acid). Product: Cl.N[C@H](C(=O)NCCC(=O)OCC1=CC=CC=C1)CC1=CC=CC=C1 (3-[[(S)-2-amino-1-oxo-3-phenylpropyl]amino]propanoic acid, phenylmethyl ester, hydrochloride). RXN SMILES: CC(C)(OC([NH:7][C@@H:8]([CH2:24][C:25]1[CH:30]=[CH:29][CH:28]=[CH:27][CH:26]=1)[C:9]([NH:11][CH2:12][CH2:13][C:14]([O:16][CH2:17][C:18]1[CH:23]=[CH:22][CH:21]=[CH:20][CH:19]=1)=[O:15])=[O:10])=O)C.C(Cl)(Cl)[Cl:33].CO>Cl.C(O)(=O)C>[ClH:33].[NH2:7][C@@H:8]([CH2:24][C:25]1[CH:30]=[CH:29][CH:28]=[CH:27][CH:26]=1)[C:9]([NH:11][CH2:12][CH2:13][C:14]([O:16][CH2:17][C:18]1[CH:19]=[CH:20][CH:21]=[CH:22][CH:23]=1)=[O:15])=[O:10] |f:5.6|. Procedure: A solution of the phenylmethyl ester product from part (a) (13.65 g., 32 mmole) in 1.5N hydrogen chloride gas in acetic acid solution (90 ml.) is stirred for 90 minutes at room temperature, and then the solvent is evaporated in vacuo. The residue is triturated in ether and the resulting white precipitate is collected to give 11.45 g. of crude product as a powdery white solid; m.p. 169°-175°. TLC (silica gel; chloroform:methanol:acetic acid, 6:1:1) Rf =0.52. One recrystallization from acetonitril... Starting materials: [Cl-].[Al+3].[Cl-].[Cl-] (aluminum chloride), C12CC3CCCC(C3CC1)C2 (tricyclo[5.3.1.03,8 ]undecane), C(Cl)Cl (methylene chloride), ice water. Reaction SMILES: [CH:1]12[CH2:11][CH:7]3[CH:8](C[CH2:10]1)[CH:3]([CH2:4][CH2:5][CH2:6]3)[CH2:2]2.[Cl-].[Al+3].[Cl-].[Cl-].[CH2:16](Cl)Cl>>[CH3:16][C:5]12[CH2:4][CH:3]3[CH2:2][CH:1]([CH2:11][CH:7]([CH2:8]3)[CH2:6]1)[CH2:10]2 |f:1.2.3.4|. The product is CC12CC3CC(CC(C1)C3)C2 (1-methyladamantane). Procedure details: A solution of 15 g (0.1 mole) of tricyclo[5.3.1.03,8 ]-undecane (II) in 100 ml of methylene chloride was agitated at 0°C, and 2.0 g (0.015 mole) of anhydrous aluminum chloride was added to the solution. The mixture was heated and refluxed under agitation for 6 hours, and the resulting reaction mixture was allowed to cool and poured over 100 ml of ice water. The organic layer was separated, and the water layer was extracted with methylene chloride. The methylene chloride extract was combined with...